Dataset: the Open Reaction Database (ORD), a public repository of structured organic reaction records. Task: describe an organic reaction: reactants, conditions, products, and yield The reactants are O (water), CC1=CNC=2CC(CC(C12)=O)(C)C (3,6,6-Trimethyl-1,5,6,7-tetrahydro-indol-4-one), BrC1=C(C#N)C=CC(=C1)F (2-bromo-4-fluorobenzonitrile), [H-].[Na+] (sodium hydride). Run in CN(C=O)C (dimethylformamide). Reaction conditions: temperature 55 celsius, time 1 hour. Yields the product BrC1=C(C#N)C=CC(=C1)N1C=C(C=2C(CC(CC12)(C)C)=O)C (2-Bromo-4-(3,6,6-trimethyl-4-oxo-4,5,6,7-tetrahydro-indol-1-yl)-benzonitrile). RXN SMILES: [CH3:1][C:2]1[C:10]2[C:9](=[O:11])[CH2:8][C:7]([CH3:13])([CH3:12])[CH2:6][C:5]=2[NH:4][CH:3]=1.[Br:14][C:15]1[CH:22]=[C:21](F)[CH:20]=[CH:19][C:16]=1[C:17]#[N:18].[H-].[Na+].O>CN(C)C=O>[Br:14][C:15]1[CH:22]=[C:21]([N:4]2[C:5]3[CH2:6][C:7]([CH3:13])([CH3:12])[CH2:8][C:9](=[O:11])[C:10]=3[C:2]([CH3:1])=[CH:3]2)[CH:20]=[CH:19][C:16]=1[C:17]#[N:18] |f:2.3|. Procedure details: The title compound of Example 1 (9.8 g, 55.3 mmol) and 2-bromo-4-fluorobenzonitrile (13.27 g, 66.4 mmol) were dissolved in anhydrous dimethylformamide (DMF, 300 mL). To this was added sodium hydride (95%, 2.79 g, 111 mmol) and the reaction was stirred at 55° C. for 1 hour. The reaction mixture was cooled to room temperature and water was added. A tan solid precipitated which was filtered, washed with water and ether and then dried in vacuo (16.5 g, 84%). LCMS m/z: (M+H)=358.1. Starting materials: CCCCCBr, CCOCC, CN(C)C=O, O=C1Nc2c(Cl)ccc(Cl)c2C1=O, [H-], [Na+]. The product is CCCCCN1C(=O)C(=O)c2c(Cl)ccc(Cl)c21. RXN SMILES: [Br:16][CH2:17][CH2:18][CH2:19][CH2:20][CH3:21].[CH2:22]([O:23][CH2:24][CH3:25])[CH3:26].[CH3:27][N:28]([CH3:29])[CH:30]=[O:31].[Cl:3][c:4]1[c:5]2[c:9]([c:10]([Cl:13])[cH:11][cH:12]1)[NH:8][C:7](=[O:14])[C:6]2=[O:15].[H-:1].[Na+:2]>>[Cl:3][c:4]1[c:5]2[c:9]([c:10]([Cl:13])[cH:11][cH:12]1)[N:8]([CH2:17][CH2:18][CH2:19][CH2:20][CH3:21])[C:7](=[O:14])[C:6]2=[O:15]. Starting materials: 20, CC1=C(C(=CC(=C1)OCC1=CC=CC=C1)C)N (2,6-dimethyl-4-(phenylmethoxy)benzenamine), ClCC(=O)Cl (2-chloroacetyl chloride). Run in CC1=CC=CC=C1 (methylbenzene). Conditions: time 1 hour. Yields the product 23.8, ClCC(=O)NC1=C(C=C(C=C1C)OCC1=CC=CC=C1)C (2-chloro-N-[2,6-dimethyl-4-(phenylmethoxy)phenyl]acetamide). The yield is 89.0%. Reaction SMILES: [CH3:1][C:2]1[CH:7]=[C:6]([O:8][CH2:9][C:10]2[CH:15]=[CH:14][CH:13]=[CH:12][CH:11]=2)[CH:5]=[C:4]([CH3:16])[C:3]=1[NH2:17].[Cl:18][CH2:19][C:20](Cl)=[O:21]>CC1C=CC=CC=1>[Cl:18][CH2:19][C:20]([NH:17][C:3]1[C:4]([CH3:16])=[CH:5][C:6]([O:8][CH2:9][C:10]2[CH:11]=[CH:12][CH:13]=[CH:14][CH:15]=2)=[CH:7][C:2]=1[CH3:1])=[O:21]. Procedure details: To a stirred solution of 20 parts of 2,6-dimethyl-4-(phenylmethoxy)benzenamine and 270 parts of methylbenzene were added portionwise 10.9 parts of 2-chloroacetyl chloride (exothermic reaction, the temperature rose to 30° C.). Upon complete addition, the reaction mixture was stirred for 1 hour at reflux temperature. After cooling, the precipitated product was filtered off and dried, yielding 23.8 parts (89%) of 2-chloro-N-[2,6-dimethyl-4-(phenylmethoxy)phenyl]acetamide; mp. 165.3° C. (int. 71). Reactants: C(C)(C)OC=1C(=CC(=C(C1)C1=CC=NC=C1)C)[N+](=O)[O-] (4-(5-Isopropoxy-2-methyl-4-nitro-phenyl)-pyridine), IC (Iodomethane). Solvent: C1CCOC1 (THF). Run at temperature 40 celsius, time 2 day. Product: [I-].C(C)(C)OC=1C(=CC(=C(C1)C1=CC=[N+](C=C1)C)C)[N+](=O)[O-] (4-(5-Isopropoxy-2-methyl-4-nitro-phenyl)-1-methyl-pyridinium iodide). Reaction SMILES: [CH:1]([O:4][C:5]1[C:6]([N+:18]([O-:20])=[O:19])=[CH:7][C:8]([CH3:17])=[C:9]([C:11]2[CH:16]=[CH:15][N:14]=[CH:13][CH:12]=2)[CH:10]=1)([CH3:3])[CH3:2].[I:21][CH3:22]>C1COCC1>[I-:21].[CH:1]([O:4][C:5]1[C:6]([N+:18]([O-:20])=[O:19])=[CH:7][C:8]([CH3:17])=[C:9]([C:11]2[CH:16]=[CH:15][N+:14]([CH3:22])=[CH:13][CH:12]=2)[CH:10]=1)([CH3:3])[CH3:2] |f:3.4|. Procedure details: 4-(5-Isopropoxy-2-methyl-4-nitro-phenyl)-pyridine (Example 7, Step 1, 217 mg, 0.797 mmol) is dissolved in anhydrous THF (9 mL). Iodomethane (0.10 mL, 1.61 mmol, 2 equiv.) is added and the reaction is stirred at 40° C. in a sealed tube for 2 days. The volatiles are removed under vacuum generating 4-(5-Isopropoxy-2-methyl-4-nitro-phenyl)-1-methyl-pyridinium iodide as a brown solid: ESMS m/z 287.1 (M+). The reactants are ClC=1C=C(C(=O)Cl)C=C(C1)Cl (3,5-dichlorobenzoyl chloride), [BH4-].[Na+] (sodium borohydride). The solvent is CN1CCCC1=O (N-methyl pyrrolidinone), C1CCOC1 (THF). Reaction conditions: time 2 hour. Product: ClC=1C=C(CO)C=C(C1)Cl (3,5-dichlorobenzyl alcohol). Yield: 75.0%. As a reaction SMILES: [Cl:1][C:2]1[CH:3]=[C:4]([CH:8]=[C:9]([Cl:11])[CH:10]=1)[C:5](Cl)=[O:6].[BH4-].[Na+]>C1COCC1.CN1C(=O)CCC1>[Cl:1][C:2]1[CH:3]=[C:4]([CH:8]=[C:9]([Cl:11])[CH:10]=1)[CH2:5][OH:6] |f:1.2|. Reported procedure: To a stirred solution of 3,5-dichlorobenzoyl chloride (712 mg, 3.40 mmole) in THF (6 ml) at 0° C. is added dropwise a solution of sodium borohydride (227 mg, 6.0 mmole), in N-methyl pyrrolidinone (1.5 ml) maintaining the temperature at ≤18° C. The reaction mixture is stirred for 2 hours at ambient temperature and then partitioned with 0.5 N aqueous HCl (60 ml) and EtOAc (60 ml). The layers are separated and the aqueous layer is washed with EtOAc (20 ml). The combined organic layer is washed with... The reactants are CC(Cl)c1cccnc1, ClC1=CC2=C(CCC(F)(F)F)NN=C2C=C1. Reagents/catalysts: O=C([O-])[O-].[Cs+].[Cs+] (cesium carbonate), [I-].[K+] (potassium iodide). The solvent is CN(C)C=O (DMF), CN(C)C=O (dmf), CN(C)C=O (DMF). Conditions: temperature 70 celsius, time 16 hour. The product is ClC%22=CC%23=C(CCC(F)(F)F)N(C(C)C%24=CC=CN=C%24)N=C%23C=C%22.